The task is: describe an organic reaction: reactants, conditions, products, and yield. This data is from the Open Reaction Database (ORD), a public repository of structured organic reaction records. Starting materials: COC(=O)C(CCCC(=O)c1ccc(Cl)cc1)NC(=O)OC(C)(C)C, CCOC(C)=O, Cl. Reaction SMILES: [C:2]([O:3][C:4](=[O:6])[NH:9][CH:10]([C:11](=[O:12])[O:13][CH3:14])[CH2:15][CH2:16][CH2:17][C:18](=[O:5])[c:20]1[cH:21][cH:22][c:23]([Cl:26])[cH:24][cH:25]1)([CH3:7])([CH3:8])[CH3:19].[CH3:27][CH2:28][O:29][C:30](=[O:31])[CH3:32].[ClH:1]>>[NH:9]1[CH:10]([C:11](=[O:12])[O:13][CH3:14])[CH2:15][CH2:16][CH2:17][CH:18]1[c:20]1[cH:21][cH:22][c:23]([Cl:26])[cH:24][cH:25]1. The product is COC(=O)C1CCCC(c2ccc(Cl)cc2)N1.